From a dataset of the Open Reaction Database (ORD), a public repository of structured organic reaction records. describe an organic reaction: reactants, conditions, products, and yield The reactants are ClC1=CC=C(C=C1)C1=NC=2C(=NC=CC2)N1 (2-(4-chlorophenyl)-3H-imidazo[4,5-b]pyridine), [H-].[Na+] (sodium hydride), BrCC(=O)C1=CC=CC=C1 (α-bromoacetophenone). Run in O (water). Reaction conditions: time 8 hour. Yields the product ClC1=CC=C(C=C1)C=1N(C=2C(=NC=CC2)N1)CC(=O)C1=CC=CC=C1 (2-[2-(4-Chlorophenyl)-1H-imidazo[4,5-b]pyridin-1-yl]-1-phenylethanone). The yield is 19.6%. As a reaction SMILES: [Cl:1][C:2]1[CH:7]=[CH:6][C:5]([C:8]2[NH:16][C:11]3=[N:12][CH:13]=[CH:14][CH:15]=[C:10]3[N:9]=2)=[CH:4][CH:3]=1.[H-].[Na+].Br[CH2:20][C:21]([C:23]1[CH:28]=[CH:27][CH:26]=[CH:25][CH:24]=1)=[O:22]>O>[Cl:1][C:2]1[CH:7]=[CH:6][C:5]([C:8]2[N:9]([CH2:20][C:21]([C:23]3[CH:28]=[CH:27][CH:26]=[CH:25][CH:24]=3)=[O:22])[C:10]3[C:11]([N:16]=2)=[N:12][CH:13]=[CH:14][CH:15]=3)=[CH:4][CH:3]=1 |f:1.2|. Procedure: Under nitrogen atmosphere, the 2-(4-chlorophenyl)-3H-imidazo[4,5-b]pyridine (5.0 g, 0.022 mole) was added to a suspension of sodium hydride (0.96 g of 60% in oil, 0.024 mole, washed once with hexanes) in dimethylformamide (100 ml). The mixture was heated at 70°-85° C. for 1.5 hr before adding the α-bromoacetophenone (4.38 g, 0.022 mole) at room temperature. The reaction mixture was stirred at room temperature overnight, then poured into water. The precipitate was collected by filtration, washed ... Starting materials: C([O-])([O-])=O.[K+].[K+] (Potassium carbonate), CN(CCNC)C (N,N,N′-trimethylethylenediamine), BrC1=NC=C(C=C1)[N+](=O)[O-] (2-bromo-5-nitropyridine). Run in CN(C)C=O (DMF). Run at temperature 80 celsius, time 2 hour. The product is CN(CCN(C1=NC=C(C=C1)[N+](=O)[O-])C)C (N-[2-(dimethylamino)ethyl]-N-methyl-N-(5-nitro-2-pyridinyl)amine). Yield: 61.1%. As a reaction SMILES: C(=O)([O-])[O-].[K+].[K+].[CH3:7][N:8]([CH3:13])[CH2:9][CH2:10][NH:11][CH3:12].Br[C:15]1[CH:20]=[CH:19][C:18]([N+:21]([O-:23])=[O:22])=[CH:17][N:16]=1>CN(C=O)C>[CH3:7][N:8]([CH3:13])[CH2:9][CH2:10][N:11]([CH3:12])[C:15]1[CH:20]=[CH:19][C:18]([N+:21]([O-:23])=[O:22])=[CH:17][N:16]=1 |f:0.1.2|. Reported procedure: Potassium carbonate (2.0 g) and N,N,N′-trimethylethylenediamine (1.1 g) were added to a DMF solution (20 mL) of 2-bromo-5-nitropyridine (2.0 g), and stirred at 80° C. for 2 hours. The solvent was evaporated off under reduced pressure from the reaction liquid, and the resulting residue was purified through silica gel column chromatography (chloroform/methanol=500/5 to 500/10) to obtain N-[2-(dimethylamino)ethyl]-N-methyl-N-(5-nitro-2-pyridinyl)amine (1.35 g) as an yellow oily substance. Starting materials: CCCCCCCCC=CCCCCCCCCOCC(CO)OCCCCCCCCC=CCCCCCCCC, ClCCl, CN(C)CCCC(=O)O, CN(C)C=O, CN(C)c1ccncc1, C(=NC1CCCCC1)=NC1CCCCC1, Cl. Product: CCCCCCCCC=CCCCCCCCCOCC(COC(=O)CCCN(C)C)OCCCCCCCCC=CCCCCCCCC. As a reaction SMILES: [CH2:1]([CH2:2][CH2:3][CH2:4][CH2:5][CH2:6][CH2:7][CH2:8][CH:9]=[CH:10][CH2:11][CH2:12][CH2:13][CH2:14][CH2:15][CH2:16][CH2:17][CH3:18])[O:19][CH2:20][CH:21]([O:22][CH2:23][CH2:24][CH2:25][CH2:26][CH2:27][CH2:28][CH2:29][CH2:30][CH:31]=[CH:32][CH2:33][CH2:34][CH2:35][CH2:36][CH2:37][CH2:38][CH2:39][CH3:40])[CH2:41][OH:42].[CH2:73]([Cl:74])[Cl:75].[CH3:44][N:45]([CH2:46][CH2:47][CH2:48][C:49](=[O:50])[OH:51])[CH3:52].[CH3:68][N:69]([CH3:70])[CH:71]=[O:72].[CH3:76][N:77]([CH3:78])[c:79]1[cH:80][cH:81][n:82][cH:83][cH:84]1.[CH:53]1([N:54]=[C:55]=[N:56][CH:57]2[CH2:58][CH2:59][CH2:60][CH2:61][CH2:62]2)[CH2:63][CH2:64][CH2:65][CH2:66][CH2:67]1.[ClH:43]>>[CH2:1]([CH2:2][CH2:3][CH2:4][CH2:5][CH2:6][CH2:7][CH2:8][CH:9]=[CH:10][CH2:11][CH2:12][CH2:13][CH2:14][CH2:15][CH2:16][CH2:17][CH3:18])[O:19][CH2:20][CH:21]([O:22][CH2:23][CH2:24][CH2:25][CH2:26][CH2:27][CH2:28][CH2:29][CH2:30][CH:31]=[CH:32][CH2:33][CH2:34][CH2:35][CH2:36][CH2:37][CH2:38][CH2:39][CH3:40])[CH2:41][O:42][C:49]([CH2:48][CH2:47][CH2:46][N:45]([CH3:44])[CH3:52])=[O:50]. Starting materials: CC(=O)O[BH-](OC(C)=O)OC(C)=O, CC(=O)O, Cc1ccccc1, CCCC=O, COC(=O)c1cc(N)ccc1F, [Na+], O, O=Cc1ccc(C#Cc2ccccc2)cc1. Product: CCCCN(Cc1ccc(C#Cc2ccccc2)cc1)c1ccc(F)c(C(=O)OC)c1. Reaction SMILES: [C:38]([O:39][BH-:40]([O:41][C:42](=[O:43])[CH3:44])[O:45][C:46](=[O:47])[CH3:48])(=[O:49])[CH3:50].[CH3:29][C:30](=[O:31])[OH:32].[CH3:52][c:53]1[cH:54][cH:55][cH:56][cH:57][cH:58]1.[CH:33]([CH2:34][CH2:35][CH3:36])=[O:37].[NH2:1][c:2]1[cH:3][cH:4][c:5]([F:12])[c:6]([C:7](=[O:8])[O:9][CH3:10])[cH:11]1.[Na+:51].[OH2:59].[c:13]1([C:19]#[C:20][c:21]2[cH:22][cH:23][c:24]([CH:25]=[O:26])[cH:27][cH:28]2)[cH:14][cH:15][cH:16][cH:17][cH:18]1>>[N:1]([c:2]1[cH:3][cH:4][c:5]([F:12])[c:6]([C:7](=[O:8])[O:9][CH3:10])[cH:11]1)([CH2:25][c:24]1[cH:23][cH:22][c:21]([C:20]#[C:19][c:13]2[cH:14][cH:15][cH:16][cH:17][cH:18]2)[cH:28][cH:27]1)[CH2:33][CH2:34][CH2:35][CH3:36]. The reactants are CC1=CC2=C(N=C(O2)C(C)O)C=C1 (6-Methyl-2-(1-hydroxyethyl)benzoxazole), iii, [Cr](=O)(=O)([O-])Cl.[NH+]1=CC=CC=C1 (pyridinium chlorochromate), Example 1 ( 4 ). The product is C(C)(=O)C=1OC2=C(N1)C=CC(=C2)C (2-acetyl-6-methylbenzoxazole). Isolated yield 20.0%. RXN SMILES: [CH3:1][C:2]1[CH:13]=[CH:12][C:5]2[N:6]=[C:7]([CH:9]([OH:11])[CH3:10])[O:8][C:4]=2[CH:3]=1.[Cr](Cl)([O-])(=O)=O.[NH+]1C=CC=CC=1>>[C:9]([C:7]1[O:8][C:4]2[CH:3]=[C:2]([CH3:1])[CH:13]=[CH:12][C:5]=2[N:6]=1)(=[O:11])[CH3:10] |f:1.2|. Reported procedure: 6-Methyl-2-(1-hydroxyethyl)benzoxazole as the starting material was reacted with pyridinium chlorochromate in the same manner as in Reference Example 1 (4) iii) to obtain 2-acetyl-6-methylbenzoxazole (yield, 20%). The reactants are CN1N=C(C=C1NC([C@H](CC1=CC=CC=C1)NCC(=O)O)=O)C1=CC=NC=C1 ((S)-2-(1-(1-methyl-3-(pyridin-4-yl)-1H-pyrazol-5-ylamino)-1-oxo-3-phenylpropan-2-ylamino)acetic acid), Cl (hydrogen chloride). Reagents/catalysts: O (water). Run in O1CCOCC1 (dioxane). Product: Cl.Cl.CN1N=C(C=C1NC([C@H](CC1=CC=CC=C1)NCC(=O)O)=O)C1=CC=NC=C1 ((S)-2-(1-(1-methyl-3-(pyridin-4-yl)-1H-pyrazol-5-ylamino)-1-oxo-3-phenylpropan-2-ylamino)acetic acid dihydrochloride). Reaction SMILES: [CH3:1][N:2]1[C:6]([NH:7][C:8](=[O:22])[C@@H:9]([NH:17][CH2:18][C:19]([OH:21])=[O:20])[CH2:10][C:11]2[CH:16]=[CH:15][CH:14]=[CH:13][CH:12]=2)=[CH:5][C:4]([C:23]2[CH:28]=[CH:27][N:26]=[CH:25][CH:24]=2)=[N:3]1.[ClH:29]>O.O1CCOCC1>[ClH:29].[ClH:29].[CH3:1][N:2]1[C:6]([NH:7][C:8](=[O:22])[C@@H:9]([NH:17][CH2:18][C:19]([OH:21])=[O:20])[CH2:10][C:11]2[CH:12]=[CH:13][CH:14]=[CH:15][CH:16]=2)=[CH:5][C:4]([C:23]2[CH:24]=[CH:25][N:26]=[CH:27][CH:28]=2)=[N:3]1 |f:4.5.6|. Reported procedure: To a 200 ml flask was added 640 mg of (S)-2-(1-(1-methyl-3-(pyridin-4-yl)-1H-pyrazol-5-ylamino)-1-oxo-3-phenylpropan-2-ylamino)acetic acid diTFA, 20 ml of dioxane, 20 drops of water and then slowly 3 ml of hydrogen chloride (2.0 M in diethyl ether). The solvent was then removed using a rotary evaporator and placed under high vacuum to give 565 mg (S)-2-(1-(1-methyl-3-(pyridin-4-yl)-1H-pyrazol-5-ylamino)-1-oxo-3-phenylpropan-2-ylamino)acetic acid dihydrochloride as an off white solid. The product...